From a dataset of the Open Reaction Database (ORD), a public repository of structured organic reaction records. describe an organic reaction: reactants, conditions, products, and yield Reactants: CCOC(C)=O, O=C(Cl)c1cc(Cl)cc(Cl)c1Cl, Nc1ccc(C(=O)N2Cc3cccn3Cc3ccccc32)cc1. Product: O=C(Nc1ccc(C(=O)N2Cc3cccn3Cc3ccccc32)cc1)c1cc(Cl)cc(Cl)c1Cl. As a reaction SMILES: [CH3:36][CH2:37][O:38][C:39](=[O:40])[CH3:41].[Cl:24][c:25]1[c:26]([C:27](=[O:28])[Cl:29])[cH:30][c:31]([Cl:35])[cH:32][c:33]1[Cl:34].[NH2:1][c:2]1[cH:3][cH:4][c:5]([C:6](=[O:7])[N:8]2[CH2:9][c:10]3[n:11]([cH:19][cH:20][cH:21]3)[CH2:12][c:13]3[c:14]2[cH:15][cH:16][cH:17][cH:18]3)[cH:22][cH:23]1>>[NH:1]([c:2]1[cH:3][cH:4][c:5]([C:6](=[O:7])[N:8]2[CH2:9][c:10]3[n:11]([cH:19][cH:20][cH:21]3)[CH2:12][c:13]3[c:14]2[cH:15][cH:16][cH:17][cH:18]3)[cH:22][cH:23]1)[C:27]([c:26]1[c:25]([Cl:24])[c:33]([Cl:34])[cH:32][c:31]([Cl:35])[cH:30]1)=[O:28].